From a dataset of the Open Reaction Database (ORD), a public repository of structured organic reaction records. describe an organic reaction: reactants, conditions, products, and yield Reactants: 1-[, ClC1=C(C=CC(=C1)Cl)C(CN(NC=O)C=O)CCC (2-(2,4-dichlorophenyl)-pentyl-1,2-diformylhydrazine), C(=O)N (formamide). Reaction SMILES: [Cl:1][C:2]1[CH:7]=[C:6]([Cl:8])[CH:5]=[CH:4][C:3]=1[CH:9]([CH2:17][CH2:18][CH3:19])[CH2:10][N:11]([CH:15]=O)[NH:12][CH:13]=O.C([NH2:22])=O>>[Cl:1][C:2]1[CH:7]=[C:6]([Cl:8])[CH:5]=[CH:4][C:3]=1[CH:9]([CH2:17][CH2:18][CH3:19])[CH2:10][N:11]1[CH:15]=[N:22][CH:13]=[N:12]1. The product is ClC1=C(C=CC(=C1)Cl)C(CN1N=CN=C1)CCC (1-[2-(2,4-dichlorophenyl)-pentyl]-1H-1,2,4-triazole). Reported procedure: 6.2 g of the 1-[2-(2,4-dichlorophenyl)-pentyl-1,2-diformylhydrazine obtained according to Example 14 are heated, without purification, in 50 ml of formamide at 170° C. for 6 hours. Chromatography of the product obtained yields 1-[2-(2,4-dichlorophenyl)-pentyl]-1H-1,2,4-triazole, the 1H-NMR spectrum of which agrees with the 1H-NMR spectrum of the same compound described in Example 12. Starting materials: O=C([O-])[O-], Clc1nccnc1C1=CCCOC1, [Cs+], [Cs+], Nc1ccc(O)cc1, CN(C)C=O, O. Product: Nc1ccc(Oc2nccnc2C2=CCCOC2)cc1. As a reaction SMILES: [C:22](=[O:23])([O-:24])[O-:25].[Cl:1][c:2]1[n:3][cH:4][cH:5][n:6][c:7]1[C:8]1=[CH:13][CH2:12][CH2:11][O:10][CH2:9]1.[Cs+:26].[Cs+:27].[NH2:14][c:15]1[cH:16][cH:17][c:18]([OH:19])[cH:20][cH:21]1.[O:28]=[CH:29][N:30]([CH3:31])[CH3:32].[OH2:33]>>[c:2]1([O:19][c:18]2[cH:17][cH:16][c:15]([NH2:14])[cH:21][cH:20]2)[n:3][cH:4][cH:5][n:6][c:7]1[C:8]1=[CH:13][CH2:12][CH2:11][O:10][CH2:9]1. Starting materials: C(C)(C)N(C(C)C)CC (N,N-diisopropylethylamine), N1CCC(C(=O)OCC)CC1 (ethyl isonipecotate), BrCC1=CC=C(C=C1)C=1N=NN(N1)C (5-[4-(bromomethyl)phenyl]-2-methyl-1,2,3,4-tetraazole). Solvent: CS(=O)C (DMSO), CO (methanol), C(C)(=O)OCC (ethyl acetate). Reaction conditions: time 72 hour. The product is CN1N=C(N=N1)C1=CC=C(C=C1)CN1CCC(CC1)C(=O)OCC (ethyl 1-{[4-(2-methyl-1,2,3,4-tetraazol-5-yl)phenyl]methyl}piperidine-4-carboxylate). Isolated yield 62.8%. Reaction SMILES: [NH:1]1[CH2:11][CH2:10][CH:4]([C:5]([O:7][CH2:8][CH3:9])=[O:6])[CH2:3][CH2:2]1.C(N(CC)C(C)C)(C)C.Br[CH2:22][C:23]1[CH:28]=[CH:27][C:26]([C:29]2[N:30]=[N:31][N:32]([CH3:34])[N:33]=2)=[CH:25][CH:24]=1>CS(C)=O.CO.C(OCC)(=O)C>[CH3:34][N:32]1[N:31]=[N:30][C:29]([C:26]2[CH:27]=[CH:28][C:23]([CH2:22][N:1]3[CH2:2][CH2:3][CH:4]([C:5]([O:7][CH2:8][CH3:9])=[O:6])[CH2:10][CH2:11]3)=[CH:24][CH:25]=2)=[N:33]1. Procedure: A solution of 30.0 grams (0.191 mole) of ethyl isonipecotate in 75 mL of DMSO and 99 mL of methanol was stirred and 61.7 grams (0.477 mole) of N,N-diisopropylethylamine, followed by 40.2 grams (0.159 mole) of 5-[4-(bromomethyl)phenyl]-2-methyl-1,2,3,4-tetraazole (known compound-U.S. Pat. No. 5,639,763) were added. Upon completion of addition the reaction mixture was stirred at ambient temperature for about 72 hours. The reaction mixture was then diluted with 175 mL of ethyl acetate and washed wi... Reactants: COC(=O)C=1OC(=CC1)\C=C\C=1C=CC(C2=C3C(=NC21)CCCC3)CCCCCCCC ((E)-5-[2-(1,2,3,4-tetrahydro-9-octyl-9H-dibenzo[b,d]pyrrole-6-yl)ethenyl]-2-furancarboxylic acid methyl ester), material. Reagents/catalysts: [Pd] (Palladium on carbon). Yields the product COC(=O)C=1OC(=CC1)CCC=1C=CC(C2=C3C(=NC21)CCCC3)CCCCCCCC (5-[2-(1,2,3,4tetrahydro-9-octyl-9H-dibenzo[b,d]pyrrol-6yl)ethyl]-2-furancarboxylic acid methyl ester). Reaction SMILES: [CH3:1][O:2][C:3]([C:5]1[O:6][C:7](/[CH:10]=[CH:11]/[C:12]2[CH:13]=[CH:14][CH:15]([CH2:25][CH2:26][CH2:27][CH2:28][CH2:29][CH2:30][CH2:31][CH3:32])[C:16]3[C:20]=2[N:19]=[C:18]2[CH2:21][CH2:22][CH2:23][CH2:24][C:17]=32)=[CH:8][CH:9]=1)=[O:4]>C(O)C.[Pd]>[CH3:1][O:2][C:3]([C:5]1[O:6][C:7]([CH2:10][CH2:11][C:12]2[CH:13]=[CH:14][CH:15]([CH2:25][CH2:26][CH2:27][CH2:28][CH2:29][CH2:30][CH2:31][CH3:32])[C:16]3[C:20]=2[N:19]=[C:18]2[CH2:21][CH2:22][CH2:23][CH2:24][C:17]=32)=[CH:8][CH:9]=1)=[O:4]. Procedure details: The hydrogenation of (E)-5-[2-(1,2,3,4-tetrahydro-9-octyl-9H-dibenzo[b,d]pyrrol-6-yl)ethenyl]-2-furancarboxylic acid methyl ester from Example 33 was carried out at normal pressure and at room temperature. Thus 5.3 g of this material dissolved in 55 ml of absolute ethyl alcohol was hydrogenated in the presence of 0.3 g of 10% Palladium on carbon to give 4.0 g (76.0%) of 5-[2-(1,2,3,4tetrahydro-9-octyl-9H-dibenzo[b,d]pyrrol-6yl)ethyl]-2-furancarboxylic acid methyl ester as a yellow oil after chro... The solvent is C(C)O (ethyl alcohol). Yield: 76.0%. Reactants: CS(C)=O, CC(C)=O, NCCc1c[nH]c2ccccc12, O=C(O)CCn1cnc2c(=O)[nH]cnc21. The product is O=C(CCn1cnc2c(=O)[nH]cnc21)NCCc1c[nH]c2ccccc12. RXN SMILES: [CH3:13][S:14]([CH3:15])=[O:16].[CH3:32][C:33](=[O:34])[CH3:35].[NH2:1][CH2:2][CH2:3][c:4]1[cH:5][nH:6][c:7]2[cH:8][cH:9][cH:10][cH:11][c:12]12.[O:17]=[c:18]1[c:19]2[n:20][cH:21][n:22]([CH2:27][CH2:28][C:29](=[O:30])[OH:31])[c:23]2[n:24][cH:25][nH:26]1>>[NH:1]([CH2:2][CH2:3][c:4]1[cH:5][nH:6][c:7]2[cH:8][cH:9][cH:10][cH:11][c:12]12)[C:29]([CH2:28][CH2:27][n:22]1[cH:21][n:20][c:19]2[c:18](=[O:17])[nH:26][cH:25][n:24][c:23]21)=[O:30]. Starting materials: NC1=C(N=NC2=C(C=CC=C12)Br)C(=O)N (4-Amino-8-bromocinnoline-3-carboxamide), C1(=CC=CC=C1)C1=NC2=C(N1)C=C(C=C2)B2OC(C(O2)(C)C)(C)C (2-phenyl-6-(4,4,5,5-tetramethyl-1,3,2-dioxaborolan-2-yl)-1H-benzo[d]imidazole), C(=O)(O)[O-].[Na+] (NaHCO3). Reagents/catalysts: C1=CC=C(C=C1)P([C-]2C=CC=C2)C3=CC=CC=C3.C1=CC=C(C=C1)P([C-]2C=CC=C2)C3=CC=CC=C3.Cl[Pd]Cl.[Fe+2] (PdCl2(dppf)). Run in O1CCOCC1 (dioxane). Reaction conditions: temperature 140 celsius. The product is NC1=C(N=NC2=C(C=CC=C12)C=1C=CC2=C(NC(=N2)C2=CC=CC=C2)C1)C(=O)N (4-amino-8-(2-phenyl-1H-benzo[d]imidazol-6-yl)cinnoline-3-carboxamide). The yield is 31.5%. As a reaction SMILES: [NH2:1][C:2]1[C:11]2[C:6](=[C:7](Br)[CH:8]=[CH:9][CH:10]=2)[N:5]=[N:4][C:3]=1[C:13]([NH2:15])=[O:14].[C:16]1([C:22]2[NH:26][C:25]3[CH:27]=[C:28](B4OC(C)(C)C(C)(C)O4)[CH:29]=[CH:30][C:24]=3[N:23]=2)[CH:21]=[CH:20][CH:19]=[CH:18][CH:17]=1.C([O-])(O)=O.[Na+]>C1C=CC(P(C2C=CC=CC=2)[C-]2C=CC=C2)=CC=1.C1C=CC(P(C2C=CC=CC=2)[C-]2C=CC=C2)=CC=1.Cl[Pd]Cl.[Fe+2].O1CCOCC1>[NH2:1][C:2]1[C:11]2[C:6](=[C:7]([C:29]3[CH:28]=[CH:27][C:25]4[N:26]=[C:22]([C:16]5[CH:17]=[CH:18][CH:19]=[CH:20][CH:21]=5)[NH:23][C:24]=4[CH:30]=3)[CH:8]=[CH:9][CH:10]=2)[N:5]=[N:4][C:3]=1[C:13]([NH2:15])=[O:14] |f:2.3,4.5.6.7|. Procedure: 4-Amino-8-bromocinnoline-3-carboxamide (0.040 g, 0.150 mmol), 2-phenyl-6-(4,4,5,5-tetramethyl-1,3,2-dioxaborolan-2-yl)-1H-benzo[d]imidazole (0.048 g, 0.150 mmol), PdCl2(dppf) (5.48 mg, 7.50 μmol), dioxane (8 mL) and saturated NaHCO3 (2 mL) were combined and heated at 140° C. for 30 minutes in a microwave reactor. The reaction mixture was subsequently concentrated and purified via preparative HPLC (Phenomenex Gemini Prep 5 μm C18, 75×30 mm column) eluting with a gradient of 30-35% ACN/H2O (80/20 ... Product: C12N(CC(NC1)CC2)C=2C(=CC1=C3N(C(COC32)C)C=C(C1=O)C(=O)O)F (10-(2,5-Diazabicyclo[2.2.2]oct-2-yl)-9-fluoro-2,3-dihydro-3-methyl-7-oxo-7H-pyrido[1,2,3-de]-1,4-benzoxazine-6-carboxylic acid). Reactants: FC=1C(=C2C=3N(C(CO2)C)C=C(C(C3C1)=O)C(=O)O)F (9,10-difluoro-2,3-dihydro-3-methyl-7-oxo-7H-pyrido[1,2,3-de]-1,4-benzoxazine-6-carboxylic acid), Cl.Cl.C12NCC(NC1)CC2 (2,5-diazabicyclo[2.2.2]octane dihydrochloride), N12CCCCCC2=NCCC1 (1,8-diazabicyclo[5.4.0]undec-7-ene). Run in C(C)#N (acetonitrile). Reaction SMILES: [F:1][C:2]1[C:3](F)=[C:4]2[O:9][CH2:8][CH:7]([CH3:10])[N:6]3[CH:11]=[C:12]([C:17]([OH:19])=[O:18])[C:13](=[O:16])[C:14]([CH:15]=1)=[C:5]23.Cl.Cl.[CH:23]12[CH2:30][CH2:29][CH:26]([NH:27][CH2:28]1)[CH2:25][NH:24]2.N12CCCN=C1CCCCC2>C(#N)C>[CH:23]12[CH2:30][CH2:29][CH:26]([NH:27][CH2:28]1)[CH2:25][N:24]2[C:3]1[C:2]([F:1])=[CH:15][C:14]2[C:13](=[O:16])[C:12]([C:17]([OH:19])=[O:18])=[CH:11][N:6]3[CH:7]([CH3:10])[CH2:8][O:9][C:4]=1[C:5]=23 |f:1.2.3|. Isolated yield 26.8%. Procedure details: A solution of 0.56 g (2.0 mmol) of 9,10-difluoro-2,3-dihydro-3-methyl-7-oxo-7H-pyrido[1,2,3-de]-1,4-benzoxazine-6-carboxylic acid, 0.41 g (2.2 mmol) of 2,5-diazabicyclo[2.2.2]octane dihydrochloride, 0.90 ml (6.0 mmol) of 1,8-diazabicyclo[5.4.0]undec-7-ene, and 25 ml of acetonitrile was heated under reflux for 18 hours. The solution was evaporated to dryness and the residue was triturated with methanol and filtered to give 0.20 g of the title compound, 260°-265° C. As a reaction SMILES: [CH2:41]([N:42]([S:43]([F:44])([F:45])[F:47])[CH2:46][CH3:48])[CH3:49].[CH3:53][CH2:54][O:55][C:56](=[O:57])[CH3:58].[Cl:1][c:2]1[cH:3][c:4](-[c:23]2[cH:24][cH:25][c:26]([C:29](=[O:30])[N:31]3[CH2:32][CH2:33][CH:34]([C:37]([F:38])([F:39])[F:40])[CH2:35][CH2:36]3)[cH:27][cH:28]2)[cH:5][c:6]([Cl:22])[c:7]1[CH2:8][N:9]1[C:10](=[O:21])[CH:11]([N:14]2[CH2:15][CH2:16][CH:17]([OH:20])[CH2:18][CH2:19]2)[CH2:12][CH2:13]1.[Cl:50][CH2:51][Cl:52]>>[Cl:1][c:2]1[cH:3][c:4](-[c:23]2[cH:24][cH:25][c:26]([C:29](=[O:30])[N:31]3[CH2:32][CH2:33][CH:34]([C:37]([F:38])([F:39])[F:40])[CH2:35][CH2:36]3)[cH:27][cH:28]2)[cH:5][c:6]([Cl:22])[c:7]1[CH2:8][N:9]1[C:10](=[O:21])[CH:11]([N:14]2[CH2:15][CH2:16][CH:17]([F:47])[CH2:18][CH2:19]2)[CH2:12][CH2:13]1. Yields the product O=C(c1ccc(-c2cc(Cl)c(CN3CCC(N4CCC(F)CC4)C3=O)c(Cl)c2)cc1)N1CCC(C(F)(F)F)CC1. The reactants are CCN(CC)S(F)(F)F, CCOC(C)=O, O=C(c1ccc(-c2cc(Cl)c(CN3CCC(N4CCC(O)CC4)C3=O)c(Cl)c2)cc1)N1CCC(C(F)(F)F)CC1, ClCCl. Reactants: C(C)OCC (diethyl ether), CN(C)CC1=C(N=C2N1C=CC1=CC=CC=C21)C (3-dimethylaminomethyl-2-methylimidazo[2,1-a]isoquinoline), S(=O)(=O)(OC)OC (dimethyl sulfate). The solvent is O1CCCC1 (tetrahydrofuran), O1CCCC1 (tetrahydrofuran). Product: COS(=O)(=O)[O-].CC=1N=C2N(C=CC3=CC=CC=C23)C1C[N+](C)(C)C (2-methyl-3-trimethylammoniomethylimidazo[2,1-a]isoquinoline methylsulfate). RXN SMILES: [CH3:1][N:2]([CH2:4][C:5]1[N:9]2[CH:10]=[CH:11][C:12]3[C:17]([C:8]2=[N:7][C:6]=1[CH3:18])=[CH:16][CH:15]=[CH:14][CH:13]=3)[CH3:3].[S:19]([O:24]C)([O:22][CH3:23])(=[O:21])=[O:20].[CH2:26](OCC)C>O1CCCC1>[CH3:23][O:22][S:19]([O-:24])(=[O:21])=[O:20].[CH3:18][C:6]1[N:7]=[C:8]2[C:17]3[C:12](=[CH:13][CH:14]=[CH:15][CH:16]=3)[CH:11]=[CH:10][N:9]2[C:5]=1[CH2:4][N+:2]([CH3:26])([CH3:1])[CH3:3] |f:4.5|. Procedure: A solution of 3-dimethylaminomethyl-2-methylimidazo[2,1-a]isoquinoline (7.7 g) in tetrahydrofuran (20 ml) was added dropwise to a solution of dimethyl sulfate (15 ml) in tetrahydrofuran (40 ml) with ice-cooling and stirring, and the mixture was stirred for 2 hours under the same conditions. To the reaction mixture was added diethyl ether (60 ml) and stirred with ice-cooling for 1 hour. The resulting precipitates were collected by filtration, washed with diethyl ether and recrystallized from etha...